From a dataset of the Open Reaction Database (ORD), a public repository of structured organic reaction records. describe an organic reaction: reactants, conditions, products, and yield As a reaction SMILES: Cl[C:2]1[CH:3]=[C:4]2[C:10]([CH3:12])([CH3:11])[C:9]([CH3:13])=[N:8][C:5]2=[N:6][CH:7]=1.[Br:14]C1C=CC(Br)=CN=1>>[Br:14][C:2]1[CH:3]=[C:4]2[C:10]([CH3:12])([CH3:11])[C:9]([CH3:13])=[N:8][C:5]2=[N:6][CH:7]=1. Reported procedure: Compound 3 was prepared analogously to compound 1 (Example 1), except that 2,5-dibromopyridine was used as a starting material. Product: BrC=1C=C2C(=NC1)N=C(C2(C)C)C (5-Bromo-2,3,3-trimethyl-3H-pyrrolo[2,3-b]pyridine). The reactants are ClC=1C=C2C(=NC1)N=C(C2(C)C)C (5-Chloro-2,3,3-trimethyl-3H-pyrrolo[2,3-b]pyridine), BrC1=NC=C(C=C1)Br (2,5-dibromopyridine).